This data is from the Open Reaction Database (ORD), a public repository of structured organic reaction records. The task is: describe an organic reaction: reactants, conditions, products, and yield The product is CCn1cnc(C=Cc2cn(-c3ccccc3)nc2OCc2ccc(OCc3nc(-c4ccco4)oc3C)c(OC)c2)c1. Reactants: O=C([O-])[O-], CCn1cnc(C[P+](c2ccccc2)(c2ccccc2)c2ccccc2)c1, CN(C)C=O, [Cl-], Cl, [K+], [K+], O, COc1cc(COc2nn(-c3ccccc3)cc2C=O)ccc1OCc1nc(-c2ccco2)oc1C. As a reaction SMILES: [C:66](=[O:67])([O-:68])[O-:69].[CH2:39]([CH3:40])[n:41]1[cH:42][n:43][c:44]([CH2:46][P+:47]([c:48]2[cH:49][cH:50][cH:51][cH:52][cH:53]2)([c:54]2[cH:55][cH:56][cH:57][cH:58][cH:59]2)[c:60]2[cH:61][cH:62][cH:63][cH:64][cH:65]2)[cH:45]1.[CH3:72][N:73]([CH3:74])[CH:75]=[O:76].[Cl-:38].[ClH:37].[K+:70].[K+:71].[OH2:77].[o:1]1[c:2](-[c:6]2[o:7][c:8]([CH3:36])[c:9]([CH2:11][O:12][c:13]3[c:14]([O:34][CH3:35])[cH:15][c:16]([CH2:17][O:18][c:19]4[n:20][n:21](-[c:26]5[cH:27][cH:28][cH:29][cH:30][cH:31]5)[cH:22][c:23]4[CH:24]=[O:25])[cH:32][cH:33]3)[n:10]2)[cH:3][cH:4][cH:5]1>>[o:1]1[c:2](-[c:6]2[o:7][c:8]([CH3:36])[c:9]([CH2:11][O:12][c:13]3[c:14]([O:34][CH3:35])[cH:15][c:16]([CH2:17][O:18][c:19]4[n:20][n:21](-[c:26]5[cH:27][cH:28][cH:29][cH:30][cH:31]5)[cH:22][c:23]4[CH:24]=[CH:46][c:44]4[n:43][cH:42][n:41]([CH2:39][CH3:40])[cH:45]4)[cH:32][cH:33]3)[n:10]2)[cH:3][cH:4][cH:5]1. Starting materials: ClCCCl, CS(=O)(=O)N1CCC(N)C1, C[Si](C)(C)CCOCn1cc(C(=O)O)c2nc(C3CC3)cnc21, Cl, CN(C)C=O, On1nnc2ccccc21. Yields the product C[Si](C)(C)CCOCn1cc(C(=O)NC2CCN(S(C)(=O)=O)C2)c2nc(C3CC3)cnc21. As a reaction SMILES: [CH2:35]([Cl:36])[CH2:37][Cl:38].[CH3:25][S:26](=[O:27])(=[O:28])[N:29]1[CH2:30][CH:31]([NH2:34])[CH2:32][CH2:33]1.[CH:1]1([c:4]2[n:5][c:6]3[c:7]([n:8][cH:9]2)[n:10]([CH2:16][O:17][CH2:18][CH2:19][Si:20]([CH3:21])([CH3:22])[CH3:23])[cH:11][c:12]3[C:13](=[O:14])[OH:15])[CH2:2][CH2:3]1.[ClH:24].[O:49]=[CH:50][N:51]([CH3:52])[CH3:53].[OH:39][n:40]1[c:41]2[c:42]([cH:43][cH:44][cH:45][cH:46]2)[n:47][n:48]1>>[CH:1]1([c:4]2[n:5][c:6]3[c:7]([n:8][cH:9]2)[n:10]([CH2:16][O:17][CH2:18][CH2:19][Si:20]([CH3:21])([CH3:22])[CH3:23])[cH:11][c:12]3[C:13](=[O:15])[NH:34][CH:31]2[CH2:30][N:29]([S:26]([CH3:25])(=[O:27])=[O:28])[CH2:33][CH2:32]2)[CH2:2][CH2:3]1. Reactants: BrC=1N=C(C(=NC1)N)C=1N(C2=C(C=NC=C2)N1)CC (5-bromo-3-(1-ethyl-1H-imidazo[4,5-c]pyridin-2-yl)pyrazin-2-amine), C(C1=CC=CC=C1)OC1=CC=C(C=C1)B(O)O (4-benzyloxy-phenylboronic acid), C(=O)([O-])[O-].[K+].[K+] (K2CO3). Reagents/catalysts: Cl[Pd]([P](C1=CC=CC=C1)(C2=CC=CC=C2)C3=CC=CC=C3)([P](C4=CC=CC=C4)(C5=CC=CC=C5)C6=CC=CC=C6)Cl (Pd(PPh3)2Cl2). Solvent: CN(C=O)C (N,N-dimethylformamide). Reaction conditions: temperature 200 celsius. Product: C(C1=CC=CC=C1)OC1=CC=C(C=C1)C=1N=C(C(=NC1)N)C=1N(C2=C(C=NC=C2)N1)CC (5-[4-(benzyloxy)phenyl]-3-(1-ethyl-1-H-imidazo[4,5-c]pyridin-2-yl)pyrazin-2-amine). Isolated yield 23.4%. As a reaction SMILES: Br[C:2]1[N:3]=[C:4]([C:9]2[N:10]([CH2:18][CH3:19])[C:11]3[CH:16]=[CH:15][N:14]=[CH:13][C:12]=3[N:17]=2)[C:5]([NH2:8])=[N:6][CH:7]=1.[CH2:20]([O:27][C:28]1[CH:33]=[CH:32][C:31](B(O)O)=[CH:30][CH:29]=1)[C:21]1[CH:26]=[CH:25][CH:24]=[CH:23][CH:22]=1.C([O-])([O-])=O.[K+].[K+]>CN(C)C=O.Cl[Pd](Cl)([P](C1C=CC=CC=1)(C1C=CC=CC=1)C1C=CC=CC=1)[P](C1C=CC=CC=1)(C1C=CC=CC=1)C1C=CC=CC=1>[CH2:20]([O:27][C:28]1[CH:33]=[CH:32][C:31]([C:2]2[N:3]=[C:4]([C:9]3[N:10]([CH2:18][CH3:19])[C:11]4[CH:16]=[CH:15][N:14]=[CH:13][C:12]=4[N:17]=3)[C:5]([NH2:8])=[N:6][CH:7]=2)=[CH:30][CH:29]=1)[C:21]1[CH:26]=[CH:25][CH:24]=[CH:23][CH:22]=1 |f:2.3.4,^1:50,69|. Reported procedure: 5-bromo-3-(1-ethyl-1H-imidazo[4,5-c]pyridin-2-yl)pyrazin-2-amine (0.032 g, 0.10 mmol) (made in example 2), 4-benzyloxy-phenylboronic acid (0.046 g, 0.20 mmol), Pd(PPh3)2Cl2 (0.0035 g, 0.005 mmol) and K2CO3 (0.050 g, 0.36 mmol) were combined in 0.5 mL of N,N-dimethylformamide and heated to 200° C. in the SmithSynthesizer microwave for 8 minutes. The reaction mixture was concentrated in vacuo and the residue purified by HPLC to give 0.0099 g of the title compound. Reactants: Cn1nc(Cl)cc(Br)c1=O, O=C([O-])[O-], [Cs+], [Cs+], CC(C)(C)OC(=O)N1CCC(c2ccc(N)nc2)C1, O=C(C=Cc1ccccc1)C=Cc1ccccc1, O=C(C=Cc1ccccc1)C=Cc1ccccc1, C1COCCO1, O=C(C=Cc1ccccc1)C=Cc1ccccc1, [Pd], [Pd], CC1(C)c2cccc(P(c3ccccc3)c3ccccc3)c2Oc2c(P(c3ccccc3)c3ccccc3)cccc21. Yields the product Cn1nc(Cl)cc(Nc2ccc(C3CCN(C(=O)OC(C)(C)C)C3)cn2)c1=O. Reaction SMILES: [Br:20][c:21]1[c:22](=[O:29])[n:23]([CH3:28])[n:24][c:25]([Cl:27])[cH:26]1.[C:72](=[O:73])([O-:74])[O-:75].[Cs+:76].[Cs+:77].[NH2:1][c:2]1[cH:3][cH:4][c:5]([CH:8]2[CH2:9][N:10]([C:13](=[O:14])[O:15][C:16]([CH3:17])([CH3:18])[CH3:19])[CH2:11][CH2:12]2)[cH:6][n:7]1.[O:104]=[C:105]([CH:106]=[CH:107][c:108]1[cH:109][cH:110][cH:111][cH:112][cH:113]1)[CH:114]=[CH:115][c:116]1[cH:117][cH:118][cH:119][cH:120][cH:121]1.[O:122]=[C:123]([CH:124]=[CH:125][c:126]1[cH:127][cH:128][cH:129][cH:130][cH:131]1)[CH:132]=[CH:133][c:134]1[cH:135][cH:136][cH:137][cH:138][cH:139]1.[O:78]1[CH2:79][CH2:80][O:81][CH2:82][CH2:83]1.[O:86]=[C:87]([CH:88]=[CH:89][c:90]1[cH:91][cH:92][cH:93][cH:94][cH:95]1)[CH:96]=[CH:97][c:98]1[cH:99][cH:100][cH:101][cH:102][cH:103]1.[Pd:84].[Pd:85].[c:30]1([P:31]([c:32]2[cH:33][cH:34][cH:35][cH:36][cH:37]2)[c:38]2[c:39]3[c:63]([cH:64][cH:65][cH:66]2)[C:60]([CH3:61])([CH3:62])[c:42]2[c:41]([c:46]([P:47]([c:48]4[cH:49][cH:50][cH:51][cH:52][cH:53]4)[c:54]4[cH:55][cH:56][cH:57][cH:58][cH:59]4)[cH:45][cH:44][cH:43]2)[O:40]3)[cH:67][cH:68][cH:69][cH:70][cH:71]1>>[NH:1]([c:2]1[cH:3][cH:4][c:5]([CH:8]2[CH2:9][N:10]([C:13](=[O:14])[O:15][C:16]([CH3:17])([CH3:18])[CH3:19])[CH2:11][CH2:12]2)[cH:6][n:7]1)[c:21]1[c:22](=[O:29])[n:23]([CH3:28])[n:24][c:25]([Cl:27])[cH:26]1. Starting materials: C=CC(=O)OC, CC(=O)O, N#C[Na], CN(C)C=O, O, O=Cc1cccnc1. Yields the product COC(=O)CCC(=O)c1cccnc1. RXN SMILES: [C:12]([CH:13]=[CH2:14])(=[O:15])[O:16][CH3:17].[CH3:18][C:19](=[O:20])[OH:21].[Na:9][C:10]#[N:11].[O:22]=[CH:23][N:24]([CH3:25])[CH3:26].[OH2:27].[n:1]1[cH:2][c:3]([CH:7]=[O:8])[cH:4][cH:5][cH:6]1>>[n:1]1[cH:2][c:3]([C:7](=[O:8])[CH2:14][CH2:13][C:12](=[O:15])[O:16][CH3:17])[cH:4][cH:5][cH:6]1.